Dataset: the Open Reaction Database (ORD), a public repository of structured organic reaction records. Task: describe an organic reaction: reactants, conditions, products, and yield The reactants are C(C)(=O)OCC.CCCCCC (ethyl acetate hexane), C(C)(C)N(CC)C(C)C (diisopropyl-ethylamine), FC(C(=O)OC(C(F)(F)F)=O)(F)F (trifluroacetic anhydride), C(C)(C)(C)OC(=O)N1CCN(CC1)C=1C2=C(N=C(N1)C(N)=O)SC(=C2)CC (4-(2-Carbamoyl-6-ethyl-thieno[2,3-d]pyrimidin-4-yl)-piperazine-1-carboxylic acid tert-butyl ester). RXN SMILES: [C:1]([O:5][C:6]([N:8]1[CH2:13][CH2:12][N:11]([C:14]2[C:15]3[CH:25]=[C:24]([CH2:26][CH3:27])[S:23][C:16]=3[N:17]=[C:18]([C:20](=O)[NH2:21])[N:19]=2)[CH2:10][CH2:9]1)=[O:7])([CH3:4])([CH3:3])[CH3:2].C(N(C(C)C)CC)(C)C.FC(F)(F)C(OC(=O)C(F)(F)F)=O.C(OCC)(=O)C.CCCCCC>C(Cl)Cl>[C:1]([O:5][C:6]([N:8]1[CH2:9][CH2:10][N:11]([C:14]2[C:15]3[CH:25]=[C:24]([CH2:26][CH3:27])[S:23][C:16]=3[N:17]=[C:18]([C:20]#[N:21])[N:19]=2)[CH2:12][CH2:13]1)=[O:7])([CH3:4])([CH3:3])[CH3:2] |f:3.4|. Run in C(Cl)Cl (methylene chloride). Procedure details: 4-(2-Carbamoyl-6-ethyl-thieno[2,3-d]pyrimidin-4-yl)-piperazine-1-carboxylic acid tert-butyl ester (28.2 mg) was dissolved in methylene chloride (1.00 mL) and diisopropyl-ethylamine (0.13 mL) and trifluroacetic anhydride (40.7 μL) was added. After stirring at room temperature for 2.5 hours, the product was isolated from silica gel chromatography (15% to 35% ethyl acetate/hexane over 40 minutes). Yield=46%, ES-MS: (M+H)+ 374. Yield: 46.0%. Run at time 2.5 hour. Product: C(C)(C)(C)OC(=O)N1CCN(CC1)C=1C2=C(N=C(N1)C#N)SC(=C2)CC (4-(2-Cyano-6-ethyl-thieno[2,3-d]pyrimidin-4-yl)-piperazine-1-carboxylic acid tert-butyl ester). Reactants: C(C(=O)Cl)(=O)Cl (Oxalyl chloride), C(C1=CC=CC=C1)OC1=CC=C(C(=O)O)C=C1 (4-benzyloxybenzoic acid), Cl.C(C)(C)(C)OC(CN)=O (glycine tert-butyl ester hydrochloride), C(C)N(C(C)C)C(C)C (N-ethyl-N,N-diisopropylamine). Reagents/catalysts: CN(C)C=O (N,N-dimethylformaldehyde). The solvent is ClCCl (dichloromethane), CN(C)C=O (DMF), O (water). Reaction conditions: time 2 hour. The product is C(C)(C)(C)OC(CNC(C1=CC=C(C=C1)OCC1=CC=CC=C1)=O)=O (N-[4-(benzyloxy)benzoyl]glycine tert-butyl ester). As a reaction SMILES: C(Cl)(=O)C(Cl)=O.[CH2:7]([O:14][C:15]1[CH:23]=[CH:22][C:18]([C:19]([OH:21])=O)=[CH:17][CH:16]=1)[C:8]1[CH:13]=[CH:12][CH:11]=[CH:10][CH:9]=1.Cl.[C:25]([O:29][C:30](=[O:33])[CH2:31][NH2:32])([CH3:28])([CH3:27])[CH3:26].C(N(C(C)C)C(C)C)C>CN(C=O)C.O.ClCCl>[C:25]([O:29][C:30](=[O:33])[CH2:31][NH:32][C:19](=[O:21])[C:18]1[CH:17]=[CH:16][C:15]([O:14][CH2:7][C:8]2[CH:9]=[CH:10][CH:11]=[CH:12][CH:13]=2)=[CH:23][CH:22]=1)([CH3:28])([CH3:27])[CH3:26] |f:2.3|. Reported procedure: Oxalyl chloride (8.7 mL, 99.7 mmol) and several drops of N,N-dimethylformaldehyde (hereinafter DMF) were added to a solution of dichloromethane (40 mL) containing 4-benzyloxybenzoic acid (11.1 g, 48.6 mmol) under ice-cooling. The mixture was stirred at room temperature for 2 hours, and then the solvent was evaporated. The resulting residue was dissolved in dichloromethane (100 mL), and then glycine tert-butyl ester hydrochloride (8.20 g, 48.9 mmol) and N-ethyl-N,N-diisopropylamine (21 mL, 120 mm... The reactants are C(C1=CC=CC=C1)C1=C(C=C(C(=O)O)C=C1S(N)(=O)=O)SCCCC (4-benzyl-3-n-butylthio-5-sulfamylbenzoic acid), C(C1=CC=CC=C1)C1=C(C=C(C(=O)O)C=C1S(N)(=O)=O)SCC1=CC=CC=C1 (4-benzyl-3-benzylthio-5-sulfamylbenzoic acid). Yields the product C(C1=CC=CC=C1)C1=C(C=C(C(=O)OC)C=C1S(N)(=O)=O)SCC1=CC=CC=C1 (methyl 4-benzyl-3-benzylthio-5-sulfamylbenzoate). RXN SMILES: [CH2:1](C1C(S(=O)(=O)N)=CC(C(O)=O)=CC=1SCCCC)C1C=CC=CC=1.[CH2:26]([C:33]1[C:41]([S:42](=[O:45])(=[O:44])[NH2:43])=[CH:40][C:36]([C:37]([OH:39])=[O:38])=[CH:35][C:34]=1[S:46][CH2:47][C:48]1[CH:53]=[CH:52][CH:51]=[CH:50][CH:49]=1)[C:27]1[CH:32]=[CH:31][CH:30]=[CH:29][CH:28]=1>>[CH2:26]([C:33]1[C:41]([S:42](=[O:45])(=[O:44])[NH2:43])=[CH:40][C:36]([C:37]([O:39][CH3:1])=[O:38])=[CH:35][C:34]=1[S:46][CH2:47][C:48]1[CH:53]=[CH:52][CH:51]=[CH:50][CH:49]=1)[C:27]1[CH:28]=[CH:29][CH:30]=[CH:31][CH:32]=1. Procedure details: By replacing in Example 124, 4-benzyl-3-n-butylthio-5-sulfamylbenzoic acid with 4-benzyl-3-benzylthio-5-sulfamylbenzoic acid and following the procedure described, methyl 4-benzyl-3-benzylthio-5-sulfamylbenzoate is obtained with a melting point of 139°-140° C. Reactants: CCOC(C)=O, CCN(C(C)C)C(C)C, Cc1cc2cc(Cl)ccc2n1N, Cc1nc(-c2cccc(F)c2)ncc1C(=O)O, CN(C)C=O, O. Product: Cc1nc(-c2cccc(F)c2)ncc1C(=O)Nn1c(C)cc2cc(Cl)ccc21. RXN SMILES: [CH3:39][CH2:40][O:41][C:42]([CH3:43])=[O:44].[CH:18]([N:19]([CH2:20][CH3:21])[CH:22]([CH3:23])[CH3:24])([CH3:25])[CH3:26].[Cl:27][c:28]1[cH:29][c:30]2[cH:31][c:32]([CH3:38])[n:33]([NH2:37])[c:34]2[cH:35][cH:36]1.[F:1][c:2]1[cH:3][c:4](-[c:8]2[n:9][cH:10][c:11]([C:15](=[O:16])[OH:17])[c:12]([CH3:14])[n:13]2)[cH:5][cH:6][cH:7]1.[O:45]=[CH:46][N:47]([CH3:48])[CH3:49].[OH2:50]>>[F:1][c:2]1[cH:3][c:4](-[c:8]2[n:9][cH:10][c:11]([C:15](=[O:17])[NH:37][n:33]3[c:32]([CH3:38])[cH:31][c:30]4[cH:29][c:28]([Cl:27])[cH:36][cH:35][c:34]43)[c:12]([CH3:14])[n:13]2)[cH:5][cH:6][cH:7]1. Starting materials: C(\C=C\CCCCCCC)(=O)O (trans-2-decenoic acid), C(C)(C)SCCO (2-(isopropylthio)ethanol). The product is C(\C=C\CCCCCCC)(=O)OCCSC(C)C ((E)-2-(isopropylthio)ethyl dec-2-enoate). RXN SMILES: [C:1]([OH:12])(=[O:11])/[CH:2]=[CH:3]/[CH2:4][CH2:5][CH2:6][CH2:7][CH2:8][CH2:9][CH3:10].[CH:13]([S:16][CH2:17][CH2:18]O)([CH3:15])[CH3:14]>>[C:1]([O:12][CH2:18][CH2:17][S:16][CH:13]([CH3:15])[CH3:14])(=[O:11])/[CH:2]=[CH:3]/[CH2:4][CH2:5][CH2:6][CH2:7][CH2:8][CH2:9][CH3:10]. Procedure details: The same operation as in Example 1-1 or 1-2 was carried out using trans-2-decenoic acid and 2-(isopropylthio)ethanol as starting materials to give the aimed compound. The reactants are FC1=C(C(=O)OC(=CC=2N(C(=C(N2)C)C)C(C2=C(C=CC=C2)F)=O)C2=C(C=CC=C2)F)C=CC=C1 (2-[1-(2-Fluorobenzoyl)-4,5-dimethyl-1H-imidazol-2-yl]-1-(2-fluorophenyl)ethenyl 2-fluorobenzoate), Cl (hydrochloric acid), O (water). Product: Cl.CC=1N=C(NC1C)CC(=O)C1=C(C=CC=C1)F (2-(4,5-Dimethyl-1H-imidazol-2-yl)-1-(2-fluorophenyl)ethanone hydrochloride). Isolated yield 14.0%. As a reaction SMILES: FC1C=CC=CC=1C([O:6][C:7]([C:25]1[CH:30]=[CH:29][CH:28]=[CH:27][C:26]=1[F:31])=[CH:8][C:9]1[N:10](C(=O)C2C=CC=CC=2F)[C:11]([CH3:15])=[C:12]([CH3:14])[N:13]=1)=O.O.[ClH:37]>>[ClH:37].[CH3:14][C:12]1[N:13]=[C:9]([CH2:8][C:7]([C:25]2[CH:30]=[CH:29][CH:28]=[CH:27][C:26]=2[F:31])=[O:6])[NH:10][C:11]=1[CH3:15] |f:3.4|. Reported procedure: 12.97 g crude crude compound of Example V are refluxed 1.5 h in 200 ml concentrated hydrochloric acid. The mixture is cooled to rT and 200 mL water are added. The solution is extracted twice with toluene and the aqueous phase is concentrated under vacuum. The residue is stirred with ethanol, filtered, washed once with ethyl acetate and once with petrol ether and dried to yield 1.04 g (14% of th.) 2-(4,5-Dimethyl-1H-imidazol-2-yl)-1-(2-fluorophenyl)ethanone hydrochloride. Starting materials: B, C1CCOC1, CSC, O=C(O)Cc1c(F)cccc1F. The product is OCCc1c(F)cccc1F. Reaction SMILES: [BH3:4].[CH2:17]1[O:18][CH2:19][CH2:20][CH2:21]1.[CH3:1][S:2][CH3:3].[F:5][c:6]1[c:7]([CH2:13][C:14](=[O:15])[OH:16])[c:8]([F:12])[cH:9][cH:10][cH:11]1>>[F:5][c:6]1[c:7]([CH2:13][CH2:14][OH:15])[c:8]([F:12])[cH:9][cH:10][cH:11]1. Product: O=[SH]1(c2ccccc2)NC(Cl)=Nc2ccc(Cl)cc21. As a reaction SMILES: [CH:26]([Cl:27])([Cl:28])[Cl:29].[Cl:1][c:2]1[cH:3][c:4]2[c:5]([cH:18][cH:19]1)[NH:6][C:7](=[O:17])[NH:8][SH:9]2([c:10]1[cH:11][cH:12][cH:13][cH:14][cH:15]1)=[O:16].[OH2:20].[P:21]([Cl:22])([Cl:23])([Cl:24])=[O:25]>>[Cl:1][c:2]1[cH:3][c:4]2[c:5]([cH:18][cH:19]1)[N:6]=[C:7]([Cl:23])[NH:8][SH:9]2([c:10]1[cH:11][cH:12][cH:13][cH:14][cH:15]1)=[O:16]. Reactants: ClC(Cl)Cl, O=C1Nc2ccc(Cl)cc2[SH](=O)(c2ccccc2)N1, O, O=P(Cl)(Cl)Cl. Reactants: C(C)OC(C(C(C(C(=O)OCC)C(=O)OCC)C1=CC=C(C=C1)Br)C(=O)OCC)=O (3-(4-bromo-phenyl)-2,4-bis-ethoxycarbonyl-pentanedioic acid diethyl ester). The solvent is Cl (hydrochloric acid), C(C)(=O)O (acetic acid). Product: BrC1=CC=C(C=C1)C(CC(=O)O)CC(=O)O (3-(4-bromo-phenyl)-pentanedioic acid). RXN SMILES: C([O:3][C:4](=[O:30])[CH:5](C(OCC)=O)[CH:6]([C:18]1[CH:23]=[CH:22][C:21]([Br:24])=[CH:20][CH:19]=1)[CH:7](C(OCC)=O)[C:8]([O:10]CC)=[O:9])C>Cl.C(O)(=O)C>[Br:24][C:21]1[CH:22]=[CH:23][C:18]([CH:6]([CH2:7][C:8]([OH:10])=[O:9])[CH2:5][C:4]([OH:30])=[O:3])=[CH:19][CH:20]=1. Procedure details: A solution of 3-(4-bromo-phenyl)-2,4-bis-ethoxycarbonyl-pentanedioic acid diethyl ester in concentrated hydrochloric acid (100 ml) and acetic acid (100 ml) was refluxed for 8 h. Removal of the solvent in vacuo and recrystallization of the residue from acetonitrile yielded 3-(4-bromo-phenyl)-pentanedioic acid (22.84 g in 1st crop, 65%, 3.84 g in 2nd crop, 11.05% from 4-bromobenzaldehyde). Starting materials: OC1=C(C(=CC(=C1)O)O)O (1,2,3,5-tetrahydroxybenzene), Cl (hydrochloric acid), [Cl-].[Al+3].[Cl-].[Cl-] (aluminum chloride), C(CC(C)C)(=O)Cl (isovaleryl chloride). Solvent: [N+](=O)([O-])C1=CC=CC=C1 (nitrobenzene), O (water). Conditions: time 5 hour. Yields the product OC1=C(C(=CC(=C1O)O)O)C(=O)CC(C)C ((2-methylpropyl) (2,3,4,6-tetrahydroxyphenyl) ketone). Yield: 27.2%. As a reaction SMILES: [OH:1][C:2]1[CH:7]=[C:6]([OH:8])[CH:5]=[C:4]([OH:9])[C:3]=1[OH:10].[Cl-].[Al+3].[Cl-].[Cl-].[C:15](Cl)(=[O:20])[CH2:16][CH:17]([CH3:19])[CH3:18].Cl>[N+](C1C=CC=CC=1)([O-])=O.O>[OH:1][C:2]1[C:3]([OH:10])=[C:4]([OH:9])[CH:5]=[C:6]([OH:8])[C:7]=1[C:15]([CH2:16][CH:17]([CH3:19])[CH3:18])=[O:20] |f:1.2.3.4|. Procedure: Under an atmosphere of argon, 4.28 g (30.14 mmol) of 1,2,3,5-tetrahydroxybenzene (3) was dissolved by stirring in 70 ml of nitrobenzene. The solution was cooled with water. To the cold solution, 16.1 g (120.56 mmol, 4.00 equivalents) of granular aluminum chloride was added piecemeal and stirred. To the stirred mixture, 3.67 ml (30.1 mmol, 1.00 equivalent) of isovaleryl chloride was added dropwise. After 5 hours, the reaction solution was poured into 100 ml of a cold.2 M hydrochloric acid solutio...